This data is from the Open Reaction Database (ORD), a public repository of structured organic reaction records. The task is: describe an organic reaction: reactants, conditions, products, and yield The reactants are C(C)C(C(=O)OCC)C(=O)OCC (Diethyl ethylmalonate), C([O-])([O-])=O.[K+].[K+] (potassium carbonate), C(Cl)(Cl)(Cl)Cl (carbon tetrachloride), C(C)C(C(=O)OCC)C(=O)OCC (diethyl ethylmalonate). The reagents and catalysts are O.[Cl-].C(CCC)[N+](CCCC)(CCCC)CCCC (tetra-n-butylammonium chloride hydrate). Yields the product ClC(C(=O)OCC)(C(=O)OCC)CC (diethyl α-chloro-α-ethylmalonate). Isolated yield 96.0%. As a reaction SMILES: [CH2:1]([CH:3]([C:9]([O:11][CH2:12][CH3:13])=[O:10])[C:4]([O:6][CH2:7][CH3:8])=[O:5])[CH3:2].C(=O)([O-])[O-].[K+].[K+].C(Cl)(Cl)(Cl)[Cl:21]>O.[Cl-].C([N+](CCCC)(CCCC)CCCC)CCC>[Cl:21][C:3]([CH2:1][CH3:2])([C:9]([O:11][CH2:12][CH3:13])=[O:10])[C:4]([O:6][CH2:7][CH3:8])=[O:5] |f:1.2.3,5.6.7|. Procedure: Diethyl ethylmalonate (1.88 g, 10 mmol), 1.38 g (10 mmol) of potassium carbonate, 0.1 g of tetra-n-butylammonium chloride hydrate, and 5 mL of carbon tetrachloride were mixed at 70° C. for 3 h. Gas chromatographic analysis of the mixture showed complete conversion of the diethyl ethylmalonate to yield 2.13 g of diethyl α-chloro-α-ethylmalonate (96% yield). Reactants: ClC=1C=CC(=C(C1)N1C(OCC1)=O)C(=O)N1CCN(CC1)C1=NC=C(C=C1C)C (3-{5-chloro-2-[4-(3,5-dimethylpyridin-2-yl)piperazine-1-carbonyl]phenyl}oxazolidin-2-one), O1C(NCC1)=O (oxazolidin-2-one). Yields the product CC=1C(=NC=C(C1)C)N1CCN(CC1)C(=O)C1=C(C=C(C=C1)N1C(OCC1)=O)N1C(OCC1)=O (3-{4-[4-(3,5-dimethylpyridin-2-yl)piperazine-1-carbonyl]-3-(2-oxooxazolidin-3-yl)phenyl}oxazolidin-2-one). Yield: 17.3%. RXN SMILES: Cl[C:2]1[CH:3]=[CH:4][C:5]([C:14]([N:16]2[CH2:21][CH2:20][N:19]([C:22]3[C:27]([CH3:28])=[CH:26][C:25]([CH3:29])=[CH:24][N:23]=3)[CH2:18][CH2:17]2)=[O:15])=[C:6]([N:8]2[CH2:12][CH2:11][O:10][C:9]2=[O:13])[CH:7]=1.[O:30]1[CH2:34][CH2:33][NH:32][C:31]1=[O:35]>>[CH3:28][C:27]1[C:22]([N:19]2[CH2:20][CH2:21][N:16]([C:14]([C:5]3[CH:4]=[CH:3][C:2]([N:32]4[CH2:33][CH2:34][O:30][C:31]4=[O:35])=[CH:7][C:6]=3[N:8]3[CH2:12][CH2:11][O:10][C:9]3=[O:13])=[O:15])[CH2:17][CH2:18]2)=[N:23][CH:24]=[C:25]([CH3:29])[CH:26]=1. Reported procedure: By reaction and treatment in the same manner as in Example 201 and using 3-{5-chloro-2-[4-(3,5-dimethylpyridin-2-yl)piperazine-1-carbonyl]phenyl}oxazolidin-2-one (207 mg) described in Preparation Example 120 and oxazolidin-2-one (43.5 mg), the title compound (40.1 mg) was obtained. The reactants are CCOC(=O)COCc1cn(C(c2ccccc2)(c2ccccc2)c2ccccc2)cn1, [Na+], C1CCOC1, [OH-]. The product is O=C(O)COCc1cn(C(c2ccccc2)(c2ccccc2)c2ccccc2)cn1. As a reaction SMILES: [C:1]([c:2]1[cH:3][cH:4][cH:5][cH:6][cH:7]1)([c:8]1[cH:9][cH:10][cH:11][cH:12][cH:13]1)([c:14]1[cH:15][cH:16][cH:17][cH:18][cH:19]1)[n:20]1[cH:21][n:22][c:23]([CH2:25][O:26][CH2:27][C:28](=[O:29])[O:30][CH2:31][CH3:32])[cH:24]1.[Na+:39].[O:33]1[CH2:34][CH2:35][CH2:36][CH2:37]1.[OH-:38]>>[C:1]([c:2]1[cH:3][cH:4][cH:5][cH:6][cH:7]1)([c:8]1[cH:9][cH:10][cH:11][cH:12][cH:13]1)([c:14]1[cH:15][cH:16][cH:17][cH:18][cH:19]1)[n:20]1[cH:21][n:22][c:23]([CH2:25][O:26][CH2:27][C:28](=[O:29])[OH:30])[cH:24]1. RXN SMILES: [C:1]1([C:6]([C:8]2[CH:18]=[CH:17][C:11]([CH:12]([CH3:16])[C:13]([OH:15])=[O:14])=[CH:10][CH:9]=2)=[O:7])[S:5][CH:4]=[CH:3][CH:2]=1.[Na].[CH3:20]N(C)P(N(C)C)(N(C)C)=O.CI>O>[C:1]1([C:6]([C:8]2[CH:18]=[CH:17][C:11]([CH:12]([CH3:16])[C:13]([O:15][CH3:20])=[O:14])=[CH:10][CH:9]=2)=[O:7])[S:5][CH:4]=[CH:3][CH:2]=1 |^1:18|. Starting materials: 28.2, C1(=CC=CS1)C(=O)C1=CC=C(C(C(=O)O)C)C=C1 (p-(2-thenoyl)hydratropic acid), [Na] (sodium), CN(P(=O)(N(C)C)N(C)C)C (hexamethylphosphoramide), CI (methyl iodide). Run at time 1 hour. Procedure: To a stirred mixture of 28.2 parts of p-(2-thenoyl)hydratropic acid, sodium salt and 250 parts of hexamethylphosphoramide are added 56.8 parts of methyl iodide at room temperature (slightly exothermic reaction). The whole is stirred at room temperature for one hour. The reaction mixture is poured onto 1000 parts of water and the product is extracted three times with 140 parts of diisopropylether. The combined extracts are washed with 200 parts of water, dried, filtered and evaporated. The residu... Solvent: O (water). Yields the product C1(=CC=CS1)C(=O)C1=CC=C(C(C(=O)OC)C)C=C1 (methyl p-(2-thenoyl)hydratropate).